Task: describe an organic reaction: reactants, conditions, products, and yield. Dataset: the Open Reaction Database (ORD), a public repository of structured organic reaction records The reactants are O.C(C1=CC=CC=C1)(=O)C1=C(C=C(C(=O)O)C=C1S(N)(=O)=O)O.C(C1=CC=CC=C1)(=O)C1=C(C=C(C(=O)O)C=C1S(N)(=O)=O)O (4-benzoyl-3-hydroxy-5-sulfamylbenzoic acid hemihydrate). Solvent: [OH-].[Na+] (NaOH), C(C1=CC=CC=C1)Br (benzyl bromide). Reaction conditions: time 5 hour. The product is C(C1=CC=CC=C1)(=O)C1=C(C=C(C(=O)O)C=C1S(N)(=O)=O)OCC1=CC=CC=C1 (4-benzoyl-3-benzyloxy-5-sulfamylbenzoic acid). Reaction SMILES: O.[C:2]([C:10]1[C:18]([S:19](=[O:22])(=[O:21])[NH2:20])=[CH:17][C:13]([C:14]([OH:16])=[O:15])=[CH:12][C:11]=1[OH:23])(=[O:9])[C:3]1[CH:8]=[CH:7][CH:6]=[CH:5][CH:4]=1.[C:24](C1C(S(=O)(=O)N)=CC(C(O)=O)=CC=1O)(=O)[C:25]1[CH:30]=[CH:29][CH:28]=[CH:27][CH:26]=1>[OH-].[Na+].C(Br)C1C=CC=CC=1>[C:2]([C:10]1[C:18]([S:19](=[O:22])(=[O:21])[NH2:20])=[CH:17][C:13]([C:14]([OH:16])=[O:15])=[CH:12][C:11]=1[O:23][CH2:24][C:25]1[CH:30]=[CH:29][CH:28]=[CH:27][CH:26]=1)(=[O:9])[C:3]1[CH:4]=[CH:5][CH:6]=[CH:7][CH:8]=1 |f:0.1.2,3.4|. Reported procedure: To a solution of 4-benzoyl-3-hydroxy-5-sulfamylbenzoic acid hemihydrate (3.21 g) in 0.50 N NaOH (40.0 ml), benzyl bromide (1.2 ml) is added and the mixture is stirred at room temperature for 5 hours. The mixture is left in a refrigerator for about 16 hours, and the separated sodium 4-benzoyl-3-benzyloxy-5-sulfamylbenzoate is collected by filtration and washed with a small amount of ice-cold water. The salt is dissolved in 1 N sodium hydroxide (30 ml) and the solution is added to ice-cold 1 N ace... Starting materials: C1CCNCC1, CCO, O=Cc1ccc(Cl)cc1, O=C1CSC(=O)N1. Yields the product O=C1NC(=O)C(=Cc2ccc(Cl)cc2)S1. As a reaction SMILES: [CH2:17]1[CH2:18][CH2:19][NH:20][CH2:21][CH2:22]1.[CH3:23][CH2:24][OH:25].[Cl:1][c:2]1[cH:3][cH:4][c:5]([CH:6]=[O:7])[cH:8][cH:9]1.[S:10]1[C:11](=[O:16])[NH:12][C:13](=[O:15])[CH2:14]1>>[Cl:1][c:2]1[cH:3][cH:4][c:5]([CH:6]=[C:14]2[S:10][C:11](=[O:16])[NH:12][C:13]2=[O:15])[cH:8][cH:9]1. Reaction conditions: time 3 day. The solvent is C1CCOC1 (THF). Procedure: A 1 liter three necked flask was charged with 200 ml of dry THF and then 5.04 g (0.73 mole) of small pieces of lithium metal was quickly added. To this was added dropwise 155 g of diphenylisopropylchlorosilane (purity: 94% by weight, 0.56 mole) at a room temperature over 2 hours. A mildly exothermic reaction was observed. After the dropwise addition, the reaction mixture was agitated for 3 days. The reaction mixture turned red purple. The formed salt and the solvent were removed from tho reactio... Starting materials: [Li] (lithium), three, C1(=CC=CC=C1)[Si](Cl)(C(C)C)C1=CC=CC=C1 (diphenylisopropylchlorosilane). Isolated yield 101.4%. Product: C(C)(C)[Si]([Si](C1=CC=CC=C1)(C1=CC=CC=C1)C(C)C)(C1=CC=CC=C1)C1=CC=CC=C1 (1,2-diisopropyl-1,1,2,2-tetraphenyldisilane). RXN SMILES: [Li].[C:2]1([Si:8]([C:13]2[CH:18]=[CH:17][CH:16]=[CH:15][CH:14]=2)([CH:10]([CH3:12])[CH3:11])Cl)[CH:7]=[CH:6][CH:5]=[CH:4][CH:3]=1>C1COCC1>[CH:10]([Si:8]([C:13]1[CH:18]=[CH:17][CH:16]=[CH:15][CH:14]=1)([C:2]1[CH:7]=[CH:6][CH:5]=[CH:4][CH:3]=1)[Si:8]([CH:10]([CH3:12])[CH3:11])([C:13]1[CH:18]=[CH:17][CH:16]=[CH:15][CH:14]=1)[C:2]1[CH:7]=[CH:6][CH:5]=[CH:4][CH:3]=1)([CH3:12])[CH3:11] |^1:0|.